This data is from the Open Reaction Database (ORD), a public repository of structured organic reaction records. The task is: describe an organic reaction: reactants, conditions, products, and yield Starting materials: CCOC(=O)C1=CC(OC(CC)CC)C2OC2C1, NCc1ccccc1, C1CCOC1. The product is CCOC(=O)C1=CC(OC(CC)CC)C(O)C(NCc2ccccc2)C1. RXN SMILES: [CH2:1]([CH3:2])[O:3][C:4](=[O:5])[C:6]1=[CH:12][CH:11]([O:13][CH:14]([CH2:15][CH3:16])[CH2:17][CH3:18])[CH:10]2[CH:8]([CH2:7]1)[O:9]2.[NH2:24][CH2:25][c:26]1[cH:27][cH:28][cH:29][cH:30][cH:31]1.[O:19]1[CH2:20][CH2:21][CH2:22][CH2:23]1>>[CH2:1]([CH3:2])[O:3][C:4](=[O:5])[C:6]1=[CH:12][CH:11]([O:13][CH:14]([CH2:15][CH3:16])[CH2:17][CH3:18])[CH:10]([OH:9])[CH:8]([NH:24][CH2:25][c:26]2[cH:27][cH:28][cH:29][cH:30][cH:31]2)[CH2:7]1.